This data is from the Open Reaction Database (ORD), a public repository of structured organic reaction records. The task is: describe an organic reaction: reactants, conditions, products, and yield Starting materials: C(C)N1C(N(CN(C1)C)C=1SC2=C(N1)C=C(C=C2CI)C=2C=NC(=NC2)N2CCC(CC2)(C(=O)OCC)C)=O (Ethyl 1-[5-[2-(3-ethyl-5-methyl-2-oxo-1,3,5-triazinan-1-yl)-7-(iodomethyl)-1,3-benzothiazol-5-yl]pyrimidin-2-yl]-4-methyl-piperidine-4-carboxylate), COCCO (2-methoxyethanol), [H-].[Na+] (Sodium hydride). Run in CCOC(=O)C (EtOAc), C1CCOC1 (THF). Reaction conditions: time 1 hour. The product is C(C)N1C(N(CN(C1)C)C=1SC2=C(N1)C=C(C=C2COCCOC)C=2C=NC(=NC2)N2CCC(CC2)(C(=O)OCC)C)=O (Ethyl 1-[5-[2-(3-ethyl-5-methyl-2-oxo-1,3,5-triazinan-1-yl)-7-(2-methoxyethoxymethyl)-1,3-benzothiazol-5-yl]pyrimidin-2-yl]-4-methyl-piperidine-4-carboxylate). Yield: 58.3%. As a reaction SMILES: [CH2:1]([N:3]1[CH2:8][N:7]([CH3:9])[CH2:6][N:5]([C:10]2[S:11][C:12]3[C:18]([CH2:19]I)=[CH:17][C:16]([C:21]4[CH:22]=[N:23][C:24]([N:27]5[CH2:32][CH2:31][C:30]([CH3:38])([C:33]([O:35][CH2:36][CH3:37])=[O:34])[CH2:29][CH2:28]5)=[N:25][CH:26]=4)=[CH:15][C:13]=3[N:14]=2)[C:4]1=[O:39])[CH3:2].[CH3:40][O:41][CH2:42][CH2:43][OH:44].[H-].[Na+]>C1COCC1.CCOC(C)=O>[CH2:1]([N:3]1[CH2:8][N:7]([CH3:9])[CH2:6][N:5]([C:10]2[S:11][C:12]3[C:18]([CH2:19][O:44][CH2:43][CH2:42][O:41][CH3:40])=[CH:17][C:16]([C:21]4[CH:22]=[N:23][C:24]([N:27]5[CH2:32][CH2:31][C:30]([CH3:38])([C:33]([O:35][CH2:36][CH3:37])=[O:34])[CH2:29][CH2:28]5)=[N:25][CH:26]=4)=[CH:15][C:13]=3[N:14]=2)[C:4]1=[O:39])[CH3:2] |f:2.3|. Procedure details: Ethyl 1-[5-[2-(3-ethyl-5-methyl-2-oxo-1,3,5-triazinan-1-yl)-7-(iodomethyl)-1,3-benzothiazol-5-yl]pyrimidin-2-yl]-4-methyl-piperidine-4-carboxylate (160 mg, 0.241 mmol) and 2-methoxyethanol (95 μL, 1.21 mmol) were dissolved in THF (10 mL). Sodium hydride (96 mg, 2.41 mmol) was added portion-wise and the mixture stirred under argon at rt for 1 h. The mixture was then diluted with EtOAc (50 mL), carefully quenched with saturated aqueous NH4Cl, washed with water, brine and separated. The organic fra...